This data is from the Open Reaction Database (ORD), a public repository of structured organic reaction records. The task is: describe an organic reaction: reactants, conditions, products, and yield Starting materials: [Na+].[Cl-] (NaCl), above product, C1(=CC=CC=C1)N1N=CC=2C=3N(C(=NC21)Cl)C[C@@H](N3)CC3=CC=CC=C3 ((S)-2,7-dihydro-7-phenyl-2-(phenylmethyl)-5-chloro-3H-imidazo[1,2-c]pyrazolo[4,3-e]pyrimidine), [Na] (sodium), C(CC)O (n-propanol). Product: C1(=CC=CC=C1)N1N=CC=2C=3N(C(=NC21)OCCC)C[C@@H](N3)CC3=CC=CC=C3 ((S)-2,7-dihydro-7-phenyl-2-(phenylmethyl)-5-propoxy-3H-imidazo[1,2-c]pyrazolo[4,3-e]pyrimidine). Isolated yield 75.0%. RXN SMILES: [Na].[C:2]1([N:8]2[C:16]3[N:15]=[C:14](Cl)[N:13]4[CH2:18][C@H:19]([CH2:21][C:22]5[CH:27]=[CH:26][CH:25]=[CH:24][CH:23]=5)[N:20]=[C:12]4[C:11]=3[CH:10]=[N:9]2)[CH:7]=[CH:6][CH:5]=[CH:4][CH:3]=1.[Na+].[Cl-].[CH2:30]([OH:33])[CH2:31][CH3:32]>>[C:2]1([N:8]2[C:16]3[N:15]=[C:14]([O:33][CH2:30][CH2:31][CH3:32])[N:13]4[CH2:18][C@H:19]([CH2:21][C:22]5[CH:27]=[CH:26][CH:25]=[CH:24][CH:23]=5)[N:20]=[C:12]4[C:11]=3[CH:10]=[N:9]2)[CH:7]=[CH:6][CH:5]=[CH:4][CH:3]=1 |f:2.3,^1:0|. Reported procedure: Then, 20 mg sodium was reacted in 3 ml n-propanol. The solution was cooled with an ice bath and 209 mg of the above product (S)-2,7-dihydro-7-phenyl-2-(phenylmethyl)-5-chloro-3H-imidazo[1,2-c]pyrazolo[4,3-e]pyrimidine was added with stirring. After 1 hour the reaction was poured into 100 ml saturated NaCl solution and extracted with 200 ml CHCl3. The organic layer was dried over MgSO4, filtered and concentrated to yield an oil which was purified by radial chromatography (5-10% MeOH/ CHCl3, 2 mm ...